This data is from the Open Reaction Database (ORD), a public repository of structured organic reaction records. The task is: describe an organic reaction: reactants, conditions, products, and yield Reactants: BrC1=CC=C(C(=C1/C=C/N1CCCC1)[N+](=O)[O-])OC (1-[(E)-2-(6-bromo-3-methoxy-2-nitrophenyl)vinyl]pyrrolidine), NN (hydrazine), NN (Hydrazine). The reagents and catalysts are [Ni] (Ni). The solvent is C1CCOC1 (THF), CO (methanol). Run at temperature 45 celsius, time 30 minute. Product: BrC1=C2C=CNC2=C(C=C1)OC (4-bromo-7-methoxy-1H-indole). Reaction SMILES: [Br:1][C:2]1[C:7](/[CH:8]=[CH:9]/N2CCCC2)=[C:6]([N+:15]([O-])=O)[C:5]([O:18][CH3:19])=[CH:4][CH:3]=1.NN>C1COCC1.CO.[Ni]>[Br:1][C:2]1[CH:3]=[CH:4][C:5]([O:18][CH3:19])=[C:6]2[C:7]=1[CH:8]=[CH:9][NH:15]2. Procedure details: To a solution of 1-[(E)-2-(6-bromo-3-methoxy-2-nitrophenyl)vinyl]pyrrolidine (1.3 g, 3.97 mmol) in THF (6 mL) and methanol (6 mL) was added Raney Ni (≈500 mg) followed by hydrazine (0.19 mL). (CAUTION: Exothermic reaction with vigorous gas evolution). Hydrazine (0.19 mL) was added again, two times, after 30 min and 1 h. The reaction was stirred at 45° C. for 2 h, filtered through a pad of celite. The filtrate was concentrated in vacuo and the residue purified by chromatography over silica gel el...